Dataset: the Open Reaction Database (ORD), a public repository of structured organic reaction records. Task: describe an organic reaction: reactants, conditions, products, and yield Starting materials: NC1=CC=C(CC2=NC=3N(C(N(C(C3N2)=O)CC2=CC=CC=C2)=O)CCCC)C=C1 (8-(4-Amino-benzyl)-1-benzyl-3-butyl-3,7-dihydro-purine-2,6-dione), CS(=O)(=O)Cl (methanesulfonyl chloride). Yields the product C(C1=CC=CC=C1)N1C(N(C=2N=C(NC2C1=O)CC1=CC=C(C=C1)NS(=O)(=O)C)CCCC)=O (N-[4-(1-Benzyl-3-butyl-2,6-dioxo-2,3,6,7-tetrahydro-1H-purin-8-ylmethyl)-phenyl]-methanesulfonamide). The yield is 35.0%. As a reaction SMILES: [NH2:1][C:2]1[CH:30]=[CH:29][C:5]([CH2:6][C:7]2[NH:15][C:14]3[C:13](=[O:16])[N:12]([CH2:17][C:18]4[CH:23]=[CH:22][CH:21]=[CH:20][CH:19]=4)[C:11](=[O:24])[N:10]([CH2:25][CH2:26][CH2:27][CH3:28])[C:9]=3[N:8]=2)=[CH:4][CH:3]=1.[CH3:31][S:32](Cl)(=[O:34])=[O:33]>>[CH2:17]([N:12]1[C:13](=[O:16])[C:14]2[NH:15][C:7]([CH2:6][C:5]3[CH:4]=[CH:3][C:2]([NH:1][S:32]([CH3:31])(=[O:34])=[O:33])=[CH:30][CH:29]=3)=[N:8][C:9]=2[N:10]([CH2:25][CH2:26][CH2:27][CH3:28])[C:11]1=[O:24])[C:18]1[CH:23]=[CH:22][CH:21]=[CH:20][CH:19]=1. Reported procedure: 8-(4-Amino-benzyl)-1-benzyl-3-butyl-3,7-dihydro-purine-2,6-dione was condensed with methanesulfonyl chloride under the conditions previously described to give the stated sulfonamide as a pale brown solid (35%); 1H NMR(DMSO-d6, 300 MHz) δH13.54 (s, 1H), 9.76 (s, 1H), 7.45–7.25 (m, 7H), 7.22 (d, J=8.4 Hz, 2H), 5.14 (s, 2H), 4.10 (s, 2H), 4.04 (t, J=7.1 Hz, 2H), 3.03 (s, 3H), 1.80–1.65 (m, 2H), 1.40–1.25 (m, 2H), 0.96 (t, J=7.3 Hz, 3H); EI-HRMS m/e calculated for C24H27N5O4S (M+) 481.1784, found 48... Starting materials: NC1=C(C(N(C(N1CCN1C(C2=CC=CC=C2C1=O)=O)=O)CCC)=O)NC(=O)C=1C=NN(C1)CC1CN(C(C1)=O)C1=CC(=CC=C1)C(F)(F)F (1-[5-Oxo-1-(3-trifluoromethyl-phenyl)-pyrrolidin-3-ylmethyl]-1H-pyrazole-4-carboxylic acid {6-amino-1-[2-(1,3-dioxo-1,3-dihydro-isoindol-2-yl)-ethyl]-2,4-dioxo-3-propyl-1,2,3,4-tetrahydro-pyrimidin-5-yl}-amide), O=P12OP3(=O)OP(=O)(O1)OP(=O)(O2)O3 (P2O5). Run in O (water), CN(C)C=O (DMF). Run at time 5 minute. The product is O=C1N(C(C2=CC=CC=C12)=O)CCN1C(N(C(C=2NC(=NC12)C=1C=NN(C1)CC1CN(C(C1)=O)C1=CC(=CC=C1)C(F)(F)F)=O)CCC)=O (3-[2-(1,3-Dioxo-1,3-dihydro-isoindol-2-yl)-ethyl]-8-{1-[5-oxo-1-(3-trifluoromethyl-phenyl)-pyrrolidin-3-ylmethyl]-1H-pyrazol-4-yl}-1-propyl-3,7-dihydro-purine-2,6-dione). Reaction SMILES: [NH2:1][C:2]1[N:7]([CH2:8][CH2:9][N:10]2[C:18](=[O:19])[C:17]3[C:12](=[CH:13][CH:14]=[CH:15][CH:16]=3)[C:11]2=[O:20])[C:6](=[O:21])[N:5]([CH2:22][CH2:23][CH3:24])[C:4](=[O:25])[C:3]=1[NH:26][C:27]([C:29]1[CH:30]=[N:31][N:32]([CH2:34][CH:35]2[CH2:39][C:38](=[O:40])[N:37]([C:41]3[CH:46]=[CH:45][CH:44]=[C:43]([C:47]([F:50])([F:49])[F:48])[CH:42]=3)[CH2:36]2)[CH:33]=1)=O.O=P12OP3(OP(OP(O3)(O1)=O)(=O)O2)=O>CN(C=O)C.O>[O:20]=[C:11]1[C:12]2[C:17](=[CH:16][CH:15]=[CH:14][CH:13]=2)[C:18](=[O:19])[N:10]1[CH2:9][CH2:8][N:7]1[C:2]2[N:1]=[C:27]([C:29]3[CH:30]=[N:31][N:32]([CH2:34][CH:35]4[CH2:39][C:38](=[O:40])[N:37]([C:41]5[CH:46]=[CH:45][CH:44]=[C:43]([C:47]([F:50])([F:48])[F:49])[CH:42]=5)[CH2:36]4)[CH:33]=3)[NH:26][C:3]=2[C:4](=[O:25])[N:5]([CH2:22][CH2:23][CH3:24])[C:6]1=[O:21]. Procedure details: 1-[5-Oxo-1-(3-trifluoromethyl-phenyl)-pyrrolidin-3-ylmethyl]-1H-pyrazole-4-carboxylic acid {6-amino-1-[2-(1,3-dioxo-1,3-dihydro-isoindol-2-yl)-ethyl]-2,4-dioxo-3-propyl-1,2,3,4-tetrahydro-pyrimidin-5-yl}-amide (100 mg, 0.14 mmol) was taken in dry DMF (3 ml) under argon atmosphere, added P2O5 (61.4 mg, 0.43 mmol) and dipped the reaction flask in a oil bath at 100° C. and stirred the reaction mixture for 5 min. Then the reaction mixture was cooled to room temperature and diluted with water and fil... Starting materials: BrCC1=C(C=C(CO)C=C1[N+](=O)[O-])[N+](=O)[O-] (4-bromomethyl-3,5-dinitro benzyl alcohol), C(C)(=S)[O-].[K+] (potassium thioacetate). The solvent is C(C)O (ethanol). Run at temperature 150 celsius. The product is C(C)(=O)SCC1=C(C=C(CO)C=C1[N+](=O)[O-])[N+](=O)[O-] (4-acetylsulfanylmethyl-3,5-dinitrobenzyl alcohol). Yield: 90.2%. Reaction SMILES: Br[CH2:2][C:3]1[C:10]([N+:11]([O-:13])=[O:12])=[CH:9][C:6]([CH2:7][OH:8])=[CH:5][C:4]=1[N+:14]([O-:16])=[O:15].[C:17]([O-:20])(=[S:19])[CH3:18].[K+]>C(O)C>[C:17]([S:19][CH2:2][C:3]1[C:10]([N+:11]([O-:13])=[O:12])=[CH:9][C:6]([CH2:7][OH:8])=[CH:5][C:4]=1[N+:14]([O-:16])=[O:15])(=[O:20])[CH3:18] |f:1.2|. Procedure details: 4-bromomethyl-3,5-dinitro benzyl alcohol(800 mg, 2.75 mmol), anhydrous ethanol(10 ml) and potassium thioacetate(380 mg, 3.3 mmol) were charged into a 200 ml 2-neck round bottom flask equipped with condenser, dropping funnel and stirrer and put in an oil bath maintaining 150° C. and having thermocouple. The resulting mixture solution was heated at 100° C. for 30 minutes and cooled to ambient temperature. White solid formed during the reaction was filtered away and the filterate was concentrated b... Starting materials: Br[C@H](C(=O)O)CCCCCCCC ((S)-(-)-2-Bromodecanoic acid), C([O-])([O-])=O.[Cs+].[Cs+] (cesium carbonate), C1CCOC1 (THF), C(CCCCC)S (Hexanethiol). Run at temperature 0 celsius, time 18 hour. Yields the product C(CCCCC)[C@@H](C(=S)O)CCCCCCCC ((R)-(+)-2-Hexylthiodecanoic acid). The yield is 80.0%. Reaction SMILES: Br[C@@H:2]([CH2:6][CH2:7][CH2:8][CH2:9][CH2:10][CH2:11]CC)[C:3](O)=O.C(=O)([O-])[O-:15].[Cs+].[Cs+].[CH2:20]([SH:26])[CH2:21][CH2:22][CH2:23][CH2:24][CH3:25].[CH2:27]1COC[CH2:28]1>>[CH2:22]([C@H:21]([CH2:3][CH2:2][CH2:6][CH2:7][CH2:8][CH2:9][CH2:10][CH3:11])[C:20]([OH:15])=[S:26])[CH2:23][CH2:24][CH2:25][CH2:27][CH3:28] |f:1.2.3|. Reported procedure: (S)-(-)-2-Bromodecanoic acid (250 mg, 1 mmol) and cesium carbonate (980 mg, 3 mmol) were mixed in 5 ml THF and cooled to 0° C. The reaction was not homogeneous. Hexanethiol was added dropwise. The reaction was allowed to warm to rt and stirred under N2 for 18 hours. The reaction was quenched with 100 ml 1N HCl and extracted with ethyl acetate (3×50 ml). The concentrated organic phase was purified by silica gel column chromatography (eluent: 100% CH2Cl2) to yield 230 mg (80% yield) of the desired... Reactants: Nc1c(Br)c(C2=CCNCC2)nc2c(-c3cnc4ccccc4c3)cnn12, ClCCCl, CCN(C(C)C)C(C)C, CN(C)C=O, O=C(O)c1cccs1. Product: Nc1c(Br)c(C2=CCN(C(=O)c3cccs3)CC2)nc2c(-c3cnc4ccccc4c3)cnn12. RXN SMILES: [Br:1][c:2]1[c:3]([C:22]2=[CH:27][CH2:26][NH:25][CH2:24][CH2:23]2)[n:4][c:5]2[n:6]([c:7]1[NH2:8])[n:9][cH:10][c:11]2-[c:12]1[cH:13][n:14][c:15]2[cH:16][cH:17][cH:18][cH:19][c:20]2[cH:21]1.[CH2:45]([Cl:46])[CH2:47][Cl:48].[CH:28]([N:29]([CH2:30][CH3:31])[CH:32]([CH3:33])[CH3:34])([CH3:35])[CH3:36].[O:49]=[CH:50][N:51]([CH3:52])[CH3:53].[s:37]1[c:38]([C:42](=[O:43])[OH:44])[cH:39][cH:40][cH:41]1>>[Br:1][c:2]1[c:3]([C:22]2=[CH:27][CH2:26][N:25]([C:42]([c:38]3[s:37][cH:41][cH:40][cH:39]3)=[O:43])[CH2:24][CH2:23]2)[n:4][c:5]2[n:6]([c:7]1[NH2:8])[n:9][cH:10][c:11]2-[c:12]1[cH:13][n:14][c:15]2[cH:16][cH:17][cH:18][cH:19][c:20]2[cH:21]1. Reactants: [Li+], [OH-], O=C(O)CC(O)(CC(=O)O)C(=O)O, CCCCNC(=O)C(Cc1ccc(-c2ccccc2)cc1)NC(=O)N(CCC(C)C)C(CSc1ccccc1)CC(=O)OCC. Yields the product CCCCNC(=O)C(Cc1ccc(-c2ccccc2)cc1)NC(=O)N(CCC(C)C)C(CSc1ccccc1)CC(=O)O. RXN SMILES: [Li+:59].[OH-:60].[OH:46][C:47]([CH2:48][C:49]([C:50](=[O:51])[OH:52])([CH2:53][C:54](=[O:55])[OH:56])[OH:57])=[O:58].[c:1]1(-[c:40]2[cH:41][cH:42][cH:43][cH:44][cH:45]2)[cH:2][cH:3][c:4]([CH2:7][CH:8]([C:9](=[O:10])[NH:11][CH2:12][CH2:13][CH2:14][CH3:15])[NH:16][C:17](=[O:18])[N:19]([CH2:20][CH2:21][CH:22]([CH3:23])[CH3:24])[CH:25]([CH2:26][S:27][c:28]2[cH:29][cH:30][cH:31][cH:32][cH:33]2)[CH2:34][C:35](=[O:36])[O:37][CH2:38][CH3:39])[cH:5][cH:6]1>>[c:1]1(-[c:40]2[cH:41][cH:42][cH:43][cH:44][cH:45]2)[cH:2][cH:3][c:4]([CH2:7][CH:8]([C:9](=[O:10])[NH:11][CH2:12][CH2:13][CH2:14][CH3:15])[NH:16][C:17](=[O:18])[N:19]([CH2:20][CH2:21][CH:22]([CH3:23])[CH3:24])[CH:25]([CH2:26][S:27][c:28]2[cH:29][cH:30][cH:31][cH:32][cH:33]2)[CH2:34][C:35](=[O:36])[OH:37])[cH:5][cH:6]1.